From a dataset of the Open Reaction Database (ORD), a public repository of structured organic reaction records. describe an organic reaction: reactants, conditions, products, and yield The reactants are C(C)(=O)OC1=CC=C(C(=O)O)C=C1 (4-acetoxybenzoic acid), C(C(=O)Cl)(=O)Cl (oxalyl chloride). Conditions: time 30 minute. Product: C(C)(=O)OC1=CC=C(C(=O)Cl)C=C1 (4-acetoxybenzoyl chloride). As a reaction SMILES: [C:1]([O:4][C:5]1[CH:13]=[CH:12][C:8]([C:9](O)=[O:10])=[CH:7][CH:6]=1)(=[O:3])[CH3:2].C(Cl)(=O)C([Cl:17])=O>>[C:1]([O:4][C:5]1[CH:13]=[CH:12][C:8]([C:9]([Cl:17])=[O:10])=[CH:7][CH:6]=1)(=[O:3])[CH3:2]. Reported procedure: A mixture of 4-acetoxybenzoic acid (516 mg) and oxalyl chloride (0.5 ml) was stirred for 30 minutes. The mixture was concentrated under reduced pressure to give 4-acetoxybenzoyl chloride. The reactants are CCO, CSC(=N)N[N+](=O)[O-], NC1CC1. Yields the product N=C(NC1CC1)N[N+](=O)[O-]. Reaction SMILES: [CH3:13][CH2:14][OH:15].[CH3:1][S:2][C:3]([NH:4][N+:5](=[O:6])[O-:7])=[NH:8].[CH:9]1([NH2:12])[CH2:10][CH2:11]1>>[C:3]([NH:4][N+:5](=[O:6])[O-:7])(=[NH:8])[NH:12][CH:9]1[CH2:10][CH2:11]1. The reactants are C1(=CC=CC=C1)C1=CC=C(C=C1)O (4-phenylphenol), CC(C)([O-])C.[K+] (potassium tert-butoxide), C1(CCO1)=O (β-propiolactone). The solvent is C1CCOC1 (THF). Run at time 8 hour. The product is C1(=CC=CC=C1)C1=CC=C(OCCC(=O)O)C=C1 (3-(4-phenylphenoxy)propionic acid). The yield is 32.6%. As a reaction SMILES: [C:1]1([C:7]2[CH:12]=[CH:11][C:10]([OH:13])=[CH:9][CH:8]=2)[CH:6]=[CH:5][CH:4]=[CH:3][CH:2]=1.CC(C)([O-])C.[K+].[C:20]1(=[O:24])[O:23][CH2:22][CH2:21]1>C1COCC1>[C:1]1([C:7]2[CH:8]=[CH:9][C:10]([O:13][CH2:22][CH2:21][C:20]([OH:24])=[O:23])=[CH:11][CH:12]=2)[CH:2]=[CH:3][CH:4]=[CH:5][CH:6]=1 |f:1.2|. Procedure details: To a solution in THF of 4-phenylphenol (1.86 g, 10.9 mmol) was added potassium tert-butoxide (1.22 g, 10.9 mmol). Neat β-propiolactone (0.68 mL, 10.9 mmol) was added dropwise. The resulting white suspension was stirred overnight at ambient temperature and then was concentrated in vacuo. The residue was partitioned between ethyl acetate and saturated aqueous NaHCO3. The organic phase was discarded and the aqueous phase was acidified and extracted twice with ethyl acetate. The ethyl acetate extrac... The reactants are CC(=O)SCC(C)C(=O)N1C(=O)N(C)CC1C(=O)OC(C)(C)C, O=C(O)C(F)(F)F. Yields the product CC(=O)SCC(C)C(=O)N1C(=O)N(C)CC1C(=O)O. RXN SMILES: [CH3:1][N:2]1[C:3](=[O:23])[N:4]([C:14]([CH:15]([CH2:16][S:17][C:18]([CH3:19])=[O:20])[CH3:21])=[O:22])[CH:5]([C:7](=[O:8])[O:9][C:10]([CH3:11])([CH3:12])[CH3:13])[CH2:6]1.[OH:24][C:25]([C:26]([F:27])([F:28])[F:29])=[O:30]>>[CH3:1][N:2]1[C:3](=[O:23])[N:4]([C:14]([CH:15]([CH2:16][S:17][C:18]([CH3:19])=[O:20])[CH3:21])=[O:22])[CH:5]([C:7](=[O:8])[OH:9])[CH2:6]1. Starting materials: O=c1ccc(Br)c[nH]1, O=C([O-])[O-], CI, [K+], [K+], CN(C)C=O. Yields the product Cn1cc(Br)ccc1=O. As a reaction SMILES: [Br:1][c:2]1[cH:3][cH:4][c:5](=[O:8])[nH:6][cH:7]1.[C:11](=[O:12])([O-:13])[O-:14].[I:9][CH3:10].[K+:15].[K+:16].[O:17]=[CH:18][N:19]([CH3:20])[CH3:21]>>[Br:1][c:2]1[cH:3][cH:4][c:5](=[O:8])[n:6]([CH3:11])[cH:7]1. Starting materials: C(C)OC(=O)C1(CC1)C1=CC=C(C=C1)C1=CC=C(C=C1)C1=C(C(=NO1)C)N (1-[4′-(4-amino-3-methyl-isoxazol-5-yl)-biphenyl-4-yl]-cyclopropanecarboxylic acid ethyl ester), BrC=1C=C(C=CC1)C1=CC=CC=C1 (3-bromo-biphenyl). Product: C(C)OC(=O)C1(CC1)C1=CC=C(C=C1)C1=CC=C(C=C1)C1=C(C(=NO1)C)NC=1C=C(C=CC1)C1=CC=CC=C1 (1-{4′-[4-(Biphenyl-3-ylamino)-3-methyl-isoxazol-5-yl]-biphenyl-4-yl}-cyclopropanecarboxylic acid ethyl ester). Reported procedure: Prepared according to the procedure described in Example 68, Step 2, using 1-[4′-(4-amino-3-methyl-isoxazol-5-yl)-biphenyl-4-yl]-cyclopropanecarboxylic acid ethyl ester and 3-bromo-biphenyl. Reaction SMILES: [CH2:1]([O:3][C:4]([C:6]1([C:9]2[CH:14]=[CH:13][C:12]([C:15]3[CH:20]=[CH:19][C:18]([C:21]4[O:25][N:24]=[C:23]([CH3:26])[C:22]=4[NH2:27])=[CH:17][CH:16]=3)=[CH:11][CH:10]=2)[CH2:8][CH2:7]1)=[O:5])[CH3:2].Br[C:29]1[CH:30]=[C:31]([C:35]2[CH:40]=[CH:39][CH:38]=[CH:37][CH:36]=2)[CH:32]=[CH:33][CH:34]=1>>[CH2:1]([O:3][C:4]([C:6]1([C:9]2[CH:10]=[CH:11][C:12]([C:15]3[CH:20]=[CH:19][C:18]([C:21]4[O:25][N:24]=[C:23]([CH3:26])[C:22]=4[NH:27][C:37]4[CH:36]=[C:35]([C:31]5[CH:32]=[CH:33][CH:34]=[CH:29][CH:30]=5)[CH:40]=[CH:39][CH:38]=4)=[CH:17][CH:16]=3)=[CH:13][CH:14]=2)[CH2:8][CH2:7]1)=[O:5])[CH3:2]. Reactants: NN1C(=CC=C1)C(C1=C(C=CC=C1)Cl)=O (1-Amino-2-(2-chlorobenzoyl)pyrrole), C([O-])(O)=O.[Na+] (sodium bicarbonate), ClC(=O)OCC (ethyl chloroformate). Run in ClCCl (dichloromethane). Yields the product ClC1=C(C(=O)C=2N(C=CC2)NC(OCC)=O)C=CC=C1 ([2-(2-Chlorobenzoyl)-1H-pyrrol-1-yl]-carbamic acid, ethyl ester). Isolated yield 120.2%. As a reaction SMILES: [NH2:1][N:2]1[CH:6]=[CH:5][CH:4]=[C:3]1[C:7](=[O:15])[C:8]1[CH:13]=[CH:12][CH:11]=[CH:10][C:9]=1[Cl:14].C(=O)(O)[O-].[Na+].Cl[C:22]([O:24][CH2:25][CH3:26])=[O:23]>ClCCl>[Cl:14][C:9]1[CH:10]=[CH:11][CH:12]=[CH:13][C:8]=1[C:7]([C:3]1[N:2]([NH:1][C:22](=[O:23])[O:24][CH2:25][CH3:26])[CH:6]=[CH:5][CH:4]=1)=[O:15] |f:1.2|. Procedure: 1-Amino-2-(2-chlorobenzoyl)pyrrole (32 g, 0.145 mol) was combined with sodium bicarbonate (30.2 g, 0.36 mol) in 400 ml of dichloromethane. To this rapidly stirred mixture was added ethyl chloroformate (18.6 g, 0.172 mol) over 2 minutes and the resultant slurry heated under reflux for 2.5 hours. The reaction mixture was quenched with 300 ml of H2O, separated, washed with H2O, dried (MgSO4), filtered, and evaporated to give 51 g of an oil. This oil was purified by HPLC (silica, 10:1 DCM-ethyl acet... Starting materials: Cc1cccc2c1C(=O)OC2=O, Cl, [I-], [I-], NCc1ccccc1, [Zn+2], c1ccccc1. The product is Cc1cccc2c1C(=O)N(Cc1ccccc1)C2=O. Reaction SMILES: [CH3:9][c:10]1[c:11]2[c:15]([cH:16][cH:17][cH:18]1)[C:14](=[O:19])[O:13][C:12]2=[O:20].[ClH:21].[I-:28].[I-:30].[NH2:1][CH2:2][c:3]1[cH:4][cH:5][cH:6][cH:7][cH:8]1.[Zn+2:29].[cH:22]1[cH:23][cH:24][cH:25][cH:26][cH:27]1>>[N:1]1([CH2:2][c:3]2[cH:4][cH:5][cH:6][cH:7][cH:8]2)[C:12](=[O:20])[c:11]2[c:10]([CH3:9])[cH:18][cH:17][cH:16][c:15]2[C:14]1=[O:13].